Task: describe an organic reaction: reactants, conditions, products, and yield. Dataset: the Open Reaction Database (ORD), a public repository of structured organic reaction records Reactants: S(=O)(Cl)Cl (thionyl chloride), C1(=CC=CC=C1)C1=NC2=C(C=3C=CC=CC13)NN=C2C(=O)O (5-Phenyl-1H-pyrazolo[4,3-c]isoquinoline-3-carboxylic acid), C(O)([O-])=O.[Na+] (sodium hydrogen carbonate). Run in CO (methanol), CO (methanol). Conditions: time 30 minute. The product is C1(=CC=CC=C1)C1=NC2=C(C=3C=CC=CC13)NN=C2C(=O)OC (Methyl 5-phenyl-1H-pyrazolo[4,3-c]isoquinoline-3-carboxylate). As a reaction SMILES: S(Cl)(Cl)=O.[C:5]1([C:11]2[C:20]3[CH:19]=[CH:18][CH:17]=[CH:16][C:15]=3[C:14]3[NH:21][N:22]=[C:23]([C:24]([OH:26])=[O:25])[C:13]=3[N:12]=2)[CH:10]=[CH:9][CH:8]=[CH:7][CH:6]=1.[C:27](=O)([O-])O.[Na+]>CO>[C:5]1([C:11]2[C:20]3[CH:19]=[CH:18][CH:17]=[CH:16][C:15]=3[C:14]3[NH:21][N:22]=[C:23]([C:24]([O:26][CH3:27])=[O:25])[C:13]=3[N:12]=2)[CH:10]=[CH:9][CH:8]=[CH:7][CH:6]=1 |f:2.3|. Reported procedure: 18 μL of thionyl chloride were initially introduced into 0.5 ml of methanol and the mixture was stirred for 30 min. 19 mg of 5-phenyl-1H-pyrazolo[4,3-c]isoquinoline-3-carboxylic acid (60) in 0.5 ml of methanol were then added dropwise. The mixture was stirred at RT for 12 h, after which a saturated solution of sodium hydrogen carbonate was added and the whole was extracted, in each case 1×, with ethyl acetate and methylene chloride. The organic phases were combined, dried over magnesium sulfate ... Reactants: C([O-])([O-])=O.[K+].[K+] (potassium carbonate), FC1=CC=C(C=C1)N1CCN(CC1)CCCC1=C2C(=NN1)CCSC2 (3-(3-(4-(4-fluorophenyl)piperazin-1-yl)propyl)-2,4,6,7-tetrahydrothiopyrano[4,3-c]pyrazole), ice water, OO (hydrogen peroxide). Run in C(=O)O (formic acid). Run at time 30 minute. Yields the product FC1=CC=C(C=C1)N1CCN(CC1)CCCC1=C2C(=NN1)CCS(C2)=O (3-(3-(4-(4-fluorophenyl)piperazin-1-yl)propyl)-2,4,6,7-tetrahydrothiopyrano[4,3-c]pyrazole 5-oxide). Reaction SMILES: [F:1][C:2]1[CH:7]=[CH:6][C:5]([N:8]2[CH2:13][CH2:12][N:11]([CH2:14][CH2:15][CH2:16][C:17]3[NH:21][N:20]=[C:19]4[CH2:22][CH2:23][S:24][CH2:25][C:18]=34)[CH2:10][CH2:9]2)=[CH:4][CH:3]=1.OO.C(=O)([O-])[O-:29].[K+].[K+]>C(O)=O>[F:1][C:2]1[CH:3]=[CH:4][C:5]([N:8]2[CH2:9][CH2:10][N:11]([CH2:14][CH2:15][CH2:16][C:17]3[NH:21][N:20]=[C:19]4[CH2:22][CH2:23][S:24](=[O:29])[CH2:25][C:18]=34)[CH2:12][CH2:13]2)=[CH:6][CH:7]=1 |f:2.3.4|. Procedure details: 3-(3-(4-(4-Fluorophenyl)piperazin-1-yl)propyl)-2,4,6,7-tetrahydro-thiopyrano[4,3-c]pyrazole (0.5 g) obtained in Example 138 was dissolved in formic acid (5 ml) and 30% hydrogen peroxide (0.27 ml) was dropwise added under ice-cooling, and the mixture was stirred for 30 minutes at not more than 5° C. The reaction mixture was poured into ice water, made alkaline with potassium carbonate and extracted with ethyl acetate. After drying over magnesium sulfate, the solution was concentrated and recrysta...